This data is from the Open Reaction Database (ORD), a public repository of structured organic reaction records. The task is: describe an organic reaction: reactants, conditions, products, and yield Starting materials: C(OCCCCCCCCCCCCCC)(=O)Cl (tetradecyl chlorocarbonate), Cl.CC1(NC(CC(C1)O)(C)C)C (2,2,6,6-tetramethyl-4-piperidinol hydrochloride), [OH-].[Na+] (NaOH). Run in ClCCl (dichloromethane), O (water). Run at time 2 hour. The product is C(OCCCCCCCCCCCCCC)(OC1CC(NC(C1)(C)C)(C)C)=O (tetradecyl 2,2,6,6-tetramethyl-4-piperidinyl carbonate). Reaction SMILES: [C:1](Cl)(=[O:17])[O:2][CH2:3][CH2:4][CH2:5][CH2:6][CH2:7][CH2:8][CH2:9][CH2:10][CH2:11][CH2:12][CH2:13][CH2:14][CH2:15][CH3:16].Cl.[CH3:20][C:21]1([CH3:30])[CH2:26][CH:25]([OH:27])[CH2:24][C:23]([CH3:29])([CH3:28])[NH:22]1.[OH-].[Na+]>ClCCl.O>[C:1](=[O:17])([O:27][CH:25]1[CH2:26][C:21]([CH3:30])([CH3:20])[NH:22][C:23]([CH3:29])([CH3:28])[CH2:24]1)[O:2][CH2:3][CH2:4][CH2:5][CH2:6][CH2:7][CH2:8][CH2:9][CH2:10][CH2:11][CH2:12][CH2:13][CH2:14][CH2:15][CH3:16] |f:1.2,3.4|. Reported procedure: 27.7 g (0.1 mol) of tetradecyl chlorocarbonate are added slowly to a solution of 19.4 g (0.1 mol) of 2,2,6,6-tetramethyl-4-piperidinol hydrochloride in 150 ml of dichloromethane, maintaining the temperature at between 0° C. and 5° C. After the end of the addition, the mixture is stirred for 2 hours at ambient temperature, and a solution of 8.8 g (0.22 mol) of NaOH in 50 ml of water is then added slowly, with cooling to -10° C. Reactants: CCCC[N+](CCCC)(CCCC)CCCC, C1CCOC1, CC(C)Oc1ccc(S(=O)(=O)CC[Si](C)(C)C)cc1C(=O)N1Cc2ccc(C3CCOCC3)cc2C1, [Cl-], [F-], [Na+], O=C(O)CC(O)(CC(=O)O)C(=O)O. Yields the product CC(C)Oc1ccc(S(=O)[O-])cc1C(=O)N1Cc2ccc(C3CCOCC3)cc2C1, [Na+]. As a reaction SMILES: [CH2:38]([N+:39]([CH2:40][CH2:41][CH2:42][CH3:43])([CH2:44][CH2:45][CH2:46][CH3:47])[CH2:48][CH2:49][CH2:50][CH3:51])[CH2:52][CH2:53][CH3:54].[CH2:70]1[O:71][CH2:72][CH2:73][CH2:74]1.[CH:1]([CH3:2])([CH3:3])[O:4][c:5]1[c:6]([C:20](=[O:21])[N:22]2[CH2:23][c:24]3[cH:25][cH:26][c:27]([CH:31]4[CH2:32][CH2:33][O:34][CH2:35][CH2:36]4)[cH:28][c:29]3[CH2:30]2)[cH:7][c:8]([S:11](=[O:12])(=[O:13])[CH2:14][CH2:15][Si:16]([CH3:17])([CH3:18])[CH3:19])[cH:9][cH:10]1.[Cl-:68].[F-:37].[Na+:69].[OH:55][C:56]([CH2:57][C:58]([C:59](=[O:60])[OH:61])([CH2:62][C:63](=[O:64])[OH:65])[OH:66])=[O:67]>>[CH:1]([CH3:2])([CH3:3])[O:4][c:5]1[c:6]([C:20](=[O:21])[N:22]2[CH2:23][c:24]3[cH:25][cH:26][c:27]([CH:31]4[CH2:32][CH2:33][O:34][CH2:35][CH2:36]4)[cH:28][c:29]3[CH2:30]2)[cH:7][c:8]([S:11](=[O:12])[O-:13])[cH:9][cH:10]1.[Na+:69].